From a dataset of the Open Reaction Database (ORD), a public repository of structured organic reaction records. describe an organic reaction: reactants, conditions, products, and yield Starting materials: BrBr (Bromine), BrC1=C(C=CC=C1)CCC=1C=C(NC1)C(=O)O (4-[2-(2-bromophenyl)-ethyl]-1H-pyrrole-2-carboxylic acid), O (H2O). Run in CCOC(=O)C (EtOAc), C(C)(=O)O (acetic acid). The product is BrC1=C(C=C(N1)C(=O)O)CCC1=C(C=CC=C1)Br (5-bromo-4-[2-(2-bromophenyl)-ethyl]-1H-pyrrole-2-carboxylic acid). Yield: 44.6%. RXN SMILES: [Br:1]Br.[Br:3][C:4]1[CH:9]=[CH:8][CH:7]=[CH:6][C:5]=1[CH2:10][CH2:11][C:12]1[CH:13]=[C:14]([C:17]([OH:19])=[O:18])[NH:15][CH:16]=1.O>C(O)(=O)C.CCOC(C)=O>[Br:1][C:16]1[NH:15][C:14]([C:17]([OH:19])=[O:18])=[CH:13][C:12]=1[CH2:11][CH2:10][C:5]1[CH:6]=[CH:7][CH:8]=[CH:9][C:4]=1[Br:3]. Reported procedure: Bromine (0.021 mL, 0.414 mmol) was added dropwise over 5 minutes to a stirring solution of 65 (0.1014 g, 0.345 mmol) in acetic acid (1.1 mL). When the reaction was judged complete by HPLC (20 min), H2O was added, and the solid that precipitated was filtered off and washed with H2O. The light purple solid that was obtained was dissolved in EtOAc, washed with Na2SO3 and H2O, then dried with Na2SO4, filtered, and concentrated. The product was purified by preparative reverse phase HPLC with 40:60 H2... Starting materials: [C@@H]12[C@H](CCCC1)C(=O)OC2=O (trans-cyclohexane-1,2-dicarboxylic anhydride), COC1=C(C=CC=C1)OC (1,2-dimethoxybenzene), compound A. Yields the product COC=1C=C(C(=O)[C@H]2[C@@H](CCCC2)C(=O)O)C=CC1OC (2-(3,4-Dimethoxybenzoyl)[trans]cyclohexanecarboxylic acid). As a reaction SMILES: [C@@H:1]12[C:10](=[O:11])[O:9][C:7](=[O:8])[C@H:2]1[CH2:3][CH2:4][CH2:5][CH2:6]2.[CH3:12][O:13][C:14]1[CH:19]=[CH:18][CH:17]=[CH:16][C:15]=1[O:20][CH3:21]>>[CH3:12][O:13][C:14]1[CH:19]=[C:18]([CH:17]=[CH:16][C:15]=1[O:20][CH3:21])[C:7]([C@@H:2]1[CH2:3][CH2:4][CH2:5][CH2:6][C@H:1]1[C:10]([OH:9])=[O:11])=[O:8]. Reported procedure: Prepared from trans-cyclohexane-1,2-dicarboxylic anhydride and 1,2-dimethoxybenzene as described for compound A M.p. 202°-205° C.